Dataset: the Open Reaction Database (ORD), a public repository of structured organic reaction records. Task: describe an organic reaction: reactants, conditions, products, and yield RXN SMILES: [CH3:1][C:2]1[NH:6][C:5]2[CH:7]=[C:8]([C:11]3[CH:12]=[CH:13][C:14]4[O:20][CH2:19][CH2:18][N:17]([C:21]5[C:30]6[C:25](=[C:26]([O:39][CH3:40])[C:27]([O:31][CH2:32][C:33]7C=CC=CC=7)=[CH:28][CH:29]=6)[N:24]=[CH:23][N:22]=5)[CH2:16][C:15]=4[CH:41]=3)[CH:9]=[CH:10][C:4]=2[N:3]=1.[CH3:42][N:43](CCCl)[CH3:44]>>[CH3:42][N:43]([CH3:44])[CH2:33][CH2:32][O:31][C:27]1[C:26]([O:39][CH3:40])=[C:25]2[C:30]([C:21]([N:17]3[CH2:16][C:15]4[CH:41]=[C:11]([C:8]5[CH:9]=[CH:10][C:4]6[N:3]=[C:2]([CH3:1])[NH:6][C:5]=6[CH:7]=5)[CH:12]=[CH:13][C:14]=4[O:20][CH2:19][CH2:18]3)=[N:22][CH:23]=[N:24]2)=[CH:29][CH:28]=1. The product is CN(CCOC1=CC=C2C(=NC=NC2=C1OC)N1CCOC2=C(C1)C=C(C=C2)C=2C=CC1=C(NC(=N1)C)C2)C (N,N-dimethyl-2-({4-[7-(2-methyl-1H-benzimidazol-6-yl)-2,3-dihydro-1,4-benzoxazepin-4(5H)-yl]-8-(methyloxy)quinazolin-7-yl}oxy)ethanamine). Procedure: Synthesized according to the method of example 10 using 7-(2-methyl-1H-benzimidazol-6-yl)-4-{8-(methyloxy)-7-[(phenylmethyl)oxy]quinazolin-4-yl}-2,3,4,5-tetrahydro-1,4-benzoxazepine (example 1) in step 1 and 2-(N,N-dimethylamino)-1-chloroethane in step 2. 1H NMR (400 MHz, d6-DMSO): 8.57 (s, 1H), 7.93 (s, 1H), 7.82 (m, 3H), 7.59 (d, 1H), 7.51 (d, 1H), 7.01 (d, 1H), 7.01 (d, 1H), 5.38 (br s, 2H), 4.61 (m, 4H), 4.45 (br s, 2H), 3.95 (br s, 2H), 3.72 (t, 2H), 2.90 (s, 6H), 2.77 (s, 3H); MS (EI) for ... Reactants: CC1=NC2=C(N1)C=C(C=C2)C=2C=CC1=C(CN(CCO1)C1=NC=NC3=C(C(=CC=C13)OCC1=CC=CC=C1)OC)C2 (7-(2-methyl-1H-benzimidazol-6-yl)-4-{8-(methyloxy)-7-[(phenylmethyl)oxy]quinazolin-4-yl}-2,3,4,5-tetrahydro-1,4-benzoxazepine), CN(C)CCCl (2-(N,N-dimethylamino)-1-chloroethane). Starting materials: CC1=NC=2N(C(=C1)C1=CC=CC=C1)N=C(N2)N (5-methyl-7-phenyl-1,2,4-triazolo[1,5-a]pyrimidin-2-amine), N(=O)[O-].[Na+] (sodium nitrite), Br (hydrobromic acid), C(C)(=O)OCC (Ethyl acetate), O (water). Run in C(C)(=O)O (acetic acid), C(Cl)Cl.C(C)(=O)OCC (methylene chloride ethyl acetate), C(Cl)Cl (methylene chloride). Yields the product BrC1=NN2C(N=C(C=C2C2=CC=CC=C2)C)=N1 (2-Bromo-5-methyl-7-phenyl-1,2,4-triazolo[1,5-a]pyrimidine). Reaction SMILES: [CH3:1][C:2]1[CH:7]=[C:6]([C:8]2[CH:13]=[CH:12][CH:11]=[CH:10][CH:9]=2)[N:5]2[N:14]=[C:15](N)[N:16]=[C:4]2[N:3]=1.N([O-])=O.[Na+].C(OCC)(=O)C.O.[BrH:29]>C(O)(=O)C.C(Cl)Cl.C(OCC)(=O)C.C(Cl)Cl>[Br:29][C:15]1[N:16]=[C:4]2[N:3]=[C:2]([CH3:1])[CH:7]=[C:6]([C:8]3[CH:13]=[CH:12][CH:11]=[CH:10][CH:9]=3)[N:5]2[N:14]=1 |f:1.2,7.8|. Procedure details: To 2.0 g (8.9 mmol) of 5-methyl-7-phenyl-1,2,4-triazolo[1,5-a]pyrimidin-2-amine stirring in a mixture of 20 ml of 48% hydrobromic acid and 10 ml of glacial acetic acid, 2.0 g (29.0 mmol) of sodium nitrite was slowly added portionwise with good stirring at ambient temperature. The thick suspension was stirred at about 60° C. for 15 minutes followed by stirring another 10 minutes without heat. Ethyl acetate (150 ml) and excess water were added. The ethyl acetate layer was separated whereby a certa... Reactants: C(C)(C)(C)OC(=O)N1C=NC(=C1)CCCO (4-(3-hydroxypropyl)-1H-imidazole-1-carboxylic acid tert-butyl ester), C(#CCCC)C1=CC=C(C=C1)O (4-(1-pentynyl)phenol). Product: C(#CCCC)C1=CC=C(C=C1)OCCCC=1N=CNC1 (3-(1H-Imidazol-4-yl)propyl 4-(1-pentynyl)phenyl ether). RXN SMILES: C(OC([N:8]1[CH:12]=[C:11]([CH2:13][CH2:14][CH2:15][OH:16])[N:10]=[CH:9]1)=O)(C)(C)C.[C:17]([C:22]1[CH:27]=[CH:26][C:25](O)=[CH:24][CH:23]=1)#[C:18][CH2:19][CH2:20][CH3:21]>>[C:17]([C:22]1[CH:23]=[CH:24][C:25]([O:16][CH2:15][CH2:14][CH2:13][C:11]2[N:10]=[CH:9][NH:8][CH:12]=2)=[CH:26][CH:27]=1)#[C:18][CH2:19][CH2:20][CH3:21]. Procedure details: 5 mmol of 4-(3-hydroxypropyl)-1H-imidazole-1-carboxylic acid tert-butyl ester and 5 mmol of 4-(1-pentynyl)phenol are treated as described in Example 122. The reactants are NC(C(C)(C)NC(OC(C)(C)C)=O)=S (tert-butyl 1-amino-2-methyl-1-thioxopropan-2-ylcarbamate), COC(C)(N(C)C)OC (1,1-dimethoxy-N,N-dimethylethanamine). Run in C(Cl)Cl (methylene chloride). Conditions: time 24 hour. Yields the product C(C)(C)(C)OC(NC(C(=S)N=C(C)N(C)C)(C)C)=O (tert-Butyl-1-(1-(dimethylamino)ethylideneamino)-2-methyl-1-thioxopropan-2-ylcarbamate). As a reaction SMILES: [NH2:1][C:2](=[S:14])[C:3]([NH:6][C:7](=[O:13])[O:8][C:9]([CH3:12])([CH3:11])[CH3:10])([CH3:5])[CH3:4].CO[C:17](OC)([N:19]([CH3:21])[CH3:20])[CH3:18]>C(Cl)Cl>[C:9]([O:8][C:7](=[O:13])[NH:6][C:3]([CH3:5])([CH3:4])[C:2]([N:1]=[C:17]([N:19]([CH3:21])[CH3:20])[CH3:18])=[S:14])([CH3:12])([CH3:11])[CH3:10]. Procedure: A mixture of tert-butyl 1-amino-2-methyl-1-thioxopropan-2-ylcarbamate (Example 12 b, 0.218 g, 1 mmol) and 1,1-dimethoxy-N,N-dimethylethanamine (CAN 18871-66-4, 0.16 g, 1.2 mmol) in methylene chloride (10 mL) was stirred at room temperature for 24 h. Then it was concentrated to give crude product, which was used directly in the next step without further purification (0.28 g, 98%) as yellow oil; MS (EI): m/e 288.2 [M+H]+. The reactants are CCOC(C)=O, CC(C)(C)[Si](C)(C)OS(=O)(=O)C(F)(F)F, C1CCOC1, CCCc1c(Cc2ccc(-c3ccccc3C#N)cc2)c(=O)n(CC(O)C(C)(C)C)c2nc(C)nn12, Cc1cccc(C)n1. The product is CCCc1c(Cc2ccc(-c3ccccc3C#N)cc2)c(=O)n(CC(O[Si](C)(C)C(C)(C)C)C(C)(C)C)c2nc(C)nn12. RXN SMILES: [CH3:65][CH2:66][O:67][C:68](=[O:69])[CH3:70].[F:50][C:51]([F:52])([F:53])[S:54]([O:55][Si:56]([CH3:57])([CH3:58])[C:59]([CH3:60])([CH3:61])[CH3:62])(=[O:63])=[O:64].[O:45]1[CH2:46][CH2:47][CH2:48][CH2:49]1.[OH:1][CH:2]([CH2:3][n:4]1[c:5]2[n:6]([c:7]([CH2:26][CH2:27][CH3:28])[c:8]([CH2:11][c:12]3[cH:13][cH:14][c:15](-[c:18]4[c:19]([C:24]#[N:25])[cH:20][cH:21][cH:22][cH:23]4)[cH:16][cH:17]3)[c:9]1=[O:10])[n:29][c:30]([CH3:32])[n:31]2)[C:33]([CH3:34])([CH3:35])[CH3:36].[n:37]1[c:38]([CH3:39])[cH:40][cH:41][cH:42][c:43]1[CH3:44]>>[O:1]([CH:2]([CH2:3][n:4]1[c:5]2[n:6]([c:7]([CH2:26][CH2:27][CH3:28])[c:8]([CH2:11][c:12]3[cH:13][cH:14][c:15](-[c:18]4[c:19]([C:24]#[N:25])[cH:20][cH:21][cH:22][cH:23]4)[cH:16][cH:17]3)[c:9]1=[O:10])[n:29][c:30]([CH3:32])[n:31]2)[C:33]([CH3:34])([CH3:35])[CH3:36])[Si:56]([CH3:57])([CH3:58])[C:59]([CH3:60])([CH3:61])[CH3:62]. Starting materials: C(C1=CC=CC=C1)=O (benzaldehyde), N1C=CC=C1 (pyrrole). The solvent is C(CC)(=O)O (propionic acid). Conditions: time 1 day. The product is C1=CC=C(C=C1)C2=C3C=CC(=C(C4=CC=C(N4)C(=C5C=CC(=N5)C(=C6C=CC2=N6)C7=CC=CC=C7)C8=CC=CC=C8)C9=CC=CC=C9)N3 (α,β,γ,δ-tetraphenylporphine). The yield is 20.0%. Reaction SMILES: [CH:1](=O)[C:2]1[CH:7]=[CH:6][CH:5]=[CH:4][CH:3]=1.[NH:9]1[CH:13]=[CH:12][CH:11]=[CH:10]1>C(O)(=O)CC>[CH:5]1[CH:6]=[CH:7][C:2]([C:1]2[C:13]3=[N:9][C:10]([CH:11]=[CH:12]3)=[C:1]([C:2]3[CH:3]=[CH:4][CH:5]=[CH:6][CH:7]=3)[C:10]3=[N:9][C:13]([CH:12]=[CH:11]3)=[C:1]([C:2]3[CH:7]=[CH:6][CH:5]=[CH:4][CH:3]=3)[C:10]3[NH:9][C:13](=[CH:12][CH:11]=3)[C:1]([C:2]3[CH:7]=[CH:6][CH:5]=[CH:4][CH:3]=3)=[C:10]3[NH:9][C:13]=2[CH:12]=[CH:11]3)=[CH:3][CH:4]=1. Reported procedure: In a 4-liter flask equipped with a cooling tube, 80 ml (84.8 g) of benzaldehyde, 56 ml (53.6 g) of pyrrole, and 3 liters of propionic acid were placed and reacted for 30 minutes under reflux. Then, the flask was allowed to stand for one day. After filtering the reaction mixture, recrystallization from a mixed solvent of methanol and chloroform (1:1 by weight) was carried out for purification. Thus, α,β,γ,δ-tetraphenylporphine was obtained in 20% yield. Reactants: O (water), ClC=1C=C(C=CC1Cl)O (3,4-dichlorophenol), CS(=O)(=O)C1=CC(=C(C=C1)Cl)Cl (3,4-dichlorophenyl methyl sulfone), [OH-].[Na+] (NaOH). The solvent is CS(=O)C (DMSO). Run at temperature 60 celsius. The product is ClC1=C(OC2=CC(=C(C=C2)Cl)Cl)C=CC(=C1)S(=O)(=O)C (4-(2-Chloro-4-(methylsulfonyl)phenoxy)-1,2-dichlorobenzene). Yield: 82.1%. RXN SMILES: [Cl:1][C:2]1[CH:3]=[C:4]([OH:9])[CH:5]=[CH:6][C:7]=1[Cl:8].[OH-].[Na+].[CH3:12][S:13]([C:16]1[CH:21]=[CH:20][C:19](Cl)=[C:18]([Cl:23])[CH:17]=1)(=[O:15])=[O:14].O>CS(C)=O>[Cl:23][C:18]1[CH:17]=[C:16]([S:13]([CH3:12])(=[O:15])=[O:14])[CH:21]=[CH:20][C:19]=1[O:9][C:4]1[CH:5]=[CH:6][C:7]([Cl:8])=[C:2]([Cl:1])[CH:3]=1 |f:1.2|. Procedure details: To a solution of 9.09 g (0.0558 mole) of 3,4-dichlorophenol dissolved in 150 ml of DMSO was added 2.23 g (0.0558 mole) of NaOH. The mixture was heated to 60° C. and 11.3 g (0.0502 mole) of 3,4-dichlorophenyl methyl sulfone was added and the mixture heated at 150° C. for 3.75 hrs. The mixture was cooled and poured into water. The crystalline product was collected by filtration, washed with water and dried, which gave 14.5 g (82.4% yield) of product. Recrystallization from ethanol afforded purifie... Reactants: C=CCSc1cc(C(=O)O)cc(S(=O)(=O)Cl)c1Oc1ccccc1, N. The product is C=CCSc1cc(C(=O)O)cc(S(N)(=O)=O)c1Oc1ccccc1. Reaction SMILES: [CH2:1]([CH:2]=[CH2:3])[S:4][c:5]1[cH:6][c:7]([C:8](=[O:9])[OH:10])[cH:11][c:12]([S:21](=[O:22])(=[O:23])[Cl:24])[c:13]1[O:14][c:15]1[cH:16][cH:17][cH:18][cH:19][cH:20]1.[NH3:25]>>[CH2:1]([CH:2]=[CH2:3])[S:4][c:5]1[cH:6][c:7]([C:8](=[O:9])[OH:10])[cH:11][c:12]([S:21](=[O:22])(=[O:23])[NH2:25])[c:13]1[O:14][c:15]1[cH:16][cH:17][cH:18][cH:19][cH:20]1. Reactants: NC[C@H]1N(CCC[C@H]1C)C(=O)C1=NC(=CC=C1C1=NC=CC=C1)C (((2S,3R)-2-(aminomethyl)-3-methylpiperidin-1-yl)(6′-methyl-[2,3′-bipyridin]-2′-yl)methanone), ClC=1OC2=C(N1)C=C(C=C2)Cl (2,5-dichlorobenzoxazole). Product: ClC=1C=CC2=C(N=C(O2)NC[C@H]2N(CCC[C@H]2C)C(=O)C2=NC(=CC=C2C2=NC=CC=C2)C)C1 (((2S,3R)-2-(((5-Chlorobenzo[d]oxazol-2-yl)amino)methyl)-3-methylpiperidin-1-yl)(6′-methyl-[2,3′-bipyridin]-2′-yl)methanone). RXN SMILES: [NH2:1][CH2:2][C@@H:3]1[C@H:8]([CH3:9])[CH2:7][CH2:6][CH2:5][N:4]1[C:10]([C:12]1[C:17]([C:18]2[CH:23]=[CH:22][CH:21]=[CH:20][N:19]=2)=[CH:16][CH:15]=[C:14]([CH3:24])[N:13]=1)=[O:11].Cl[C:26]1[O:27][C:28]2[CH:34]=[CH:33][C:32]([Cl:35])=[CH:31][C:29]=2[N:30]=1>>[Cl:35][C:32]1[CH:33]=[CH:34][C:28]2[O:27][C:26]([NH:1][CH2:2][C@@H:3]3[C@H:8]([CH3:9])[CH2:7][CH2:6][CH2:5][N:4]3[C:10]([C:12]3[C:17]([C:18]4[CH:23]=[CH:22][CH:21]=[CH:20][N:19]=4)=[CH:16][CH:15]=[C:14]([CH3:24])[N:13]=3)=[O:11])=[N:30][C:29]=2[CH:31]=1. Procedure: The title compound was prepared following the same general protocol as described for Example A2 using ((2S,3R)-2-(aminomethyl)-3-methylpiperidin-1-yl)(6′-methyl-[2,3′-bipyridin]-2′-yl)methanone and 2,5-dichlorobenzoxazole. MS (ESI) 476 (M+H).